From a dataset of the Open Reaction Database (ORD), a public repository of structured organic reaction records. describe an organic reaction: reactants, conditions, products, and yield Reactants: C1(=CC=CC=C1)SCCCCCNC1=C(C=NC2=CC=CC=C12)N (N4-[5-(phenylthio)pentyl]quinoline-3,4-diamine), COCCC(=O)Cl (3-methoxypropanoyl chloride), acid chloride. The solvent is N1=CC=CC=C1 (pyridine), N1=CC=CC=C1 (pyridine). Yields the product COCCC(=O)NC=1C=NC2=CC=CC=C2C1NCCCCCSC1=CC=CC=C1 (3-methoxy-N-(4-{[5-(phenylthio)pentyl]amino}quinolin-3-yl)propanamide). Yield: 104.1%. RXN SMILES: [CH3:1][O:2][CH2:3][CH2:4][C:5](Cl)=[O:6].[C:8]1([S:14][CH2:15][CH2:16][CH2:17][CH2:18][CH2:19][NH:20][C:21]2[C:30]3[C:25](=[CH:26][CH:27]=[CH:28][CH:29]=3)[N:24]=[CH:23][C:22]=2[NH2:31])[CH:13]=[CH:12][CH:11]=[CH:10][CH:9]=1>N1C=CC=CC=1>[CH3:1][O:2][CH2:3][CH2:4][C:5]([NH:31][C:22]1[CH:23]=[N:24][C:25]2[C:30]([C:21]=1[NH:20][CH2:19][CH2:18][CH2:17][CH2:16][CH2:15][S:14][C:8]1[CH:13]=[CH:12][CH:11]=[CH:10][CH:9]=1)=[CH:29][CH:28]=[CH:27][CH:26]=2)=[O:6]. Procedure: A solution of 3-methoxypropanoyl chloride (2.04 g, 16.6 mmol) in pyridine (20 mL) was slowly added to a chilled (0° C.) solution of N4-[5-(phenylthio)pentyl]quinoline-3,4-diamine (5.1 g, 15.2 mmol) in pyridine. The reaction was allowed to warm to ambient temperature. More acid chloride (1 g) was added and the reaction was heated at reflux overnight. The reaction mixture was concentrated under reduced pressure to provide 6.7 g of 3-methoxy-N-(4-{[5-(phenylthio)pentyl]amino}quinolin-3-yl)propanami... Reactants: C(C1=CC=CC=C1)OC=1C=CC(=C2C=C(N(C12)C)C(=O)OCC)C(F)(F)F (ethyl 7-benzyloxy-1-methyl-4-trifluoromethyl-2-indolecarboxylate). Reagents/catalysts: [Pd] (palladium/carbon). Solvent: C(C)O (ethanol). Product: OC=1C=CC(=C2C=C(N(C12)C)C(=O)OCC)C(F)(F)F (Ethyl 7-hydroxy-1-methyl-4-trifluoromethyl-2-indolecarboxylate). As a reaction SMILES: C([O:8][C:9]1[CH:10]=[CH:11][C:12]([C:24]([F:27])([F:26])[F:25])=[C:13]2[C:17]=1[N:16]([CH3:18])[C:15]([C:19]([O:21][CH2:22][CH3:23])=[O:20])=[CH:14]2)C1C=CC=CC=1>[Pd].C(O)C>[OH:8][C:9]1[CH:10]=[CH:11][C:12]([C:24]([F:27])([F:25])[F:26])=[C:13]2[C:17]=1[N:16]([CH3:18])[C:15]([C:19]([O:21][CH2:22][CH3:23])=[O:20])=[CH:14]2. Procedure: The reaction was carried out in a manner similar to Reference Example 18 b) except for using 6.50 g (17.2 mmol) of ethyl 7-benzyloxy-1-methyl-4-trifluoromethyl-2-indolecarboxylate, 1.0 g of 10% palladium/carbon and 150 ml of ethanol. Ethyl 7-hydroxy-1-methyl-4-trifluoromethyl-2-indolecarboxylate was thus obtained in the yield of 4.95 g (97.0%). Starting materials: CC(C)(C)OC(=O)C1CC(OS(C)(=O)=O)CN1C(=O)OC(C)(C)C, CN(C)C=O, CCOC(C)=O, N#C[Na]. Yields the product CC(C)(C)OC(=O)C1CC(C#N)CN1C(=O)OC(C)(C)C. RXN SMILES: [C:1]([CH3:2])([CH3:3])([CH3:4])[O:5][C:6]([CH:7]1[N:8]([C:17](=[O:18])[O:19][C:20]([CH3:21])([CH3:22])[CH3:23])[CH2:9][CH:10]([O:12][S:13]([CH3:14])(=[O:15])=[O:16])[CH2:11]1)=[O:24].[CH3:28][N:29]([CH3:30])[CH:31]=[O:32].[CH3:33][CH2:34][O:35][C:36](=[O:37])[CH3:38].[Na:25][C:26]#[N:27]>>[C:1]([CH3:2])([CH3:3])([CH3:4])[O:5][C:6]([CH:7]1[N:8]([C:17](=[O:18])[O:19][C:20]([CH3:21])([CH3:22])[CH3:23])[CH2:9][CH:10]([C:26]#[N:27])[CH2:11]1)=[O:24]. The reactants are ClC=1C=C2C=CC(=CC2=CC1)S(=O)(=O)N1CC(NCC1)CC(=O)OC (1-[(6-chloronaphthalen-2-yl)sulfonyl]-3-methoxycarbonylmethylpiperazine), Cl.N1=C(C=CC=C1)C1=CC=C(C(=O)O)C=C1 (4-(2-pyridyl)benzoic acid hydrochloride). The product is ClC=1C=C2C=CC(=CC2=CC1)S(=O)(=O)N1CC(N(CC1)C(C1=CC=C(C=C1)C1=NC=CC=C1)=O)CC(=O)OC (4-[(6-Chloronaphthalen-2-yl)sulfonyl]-2-methoxycarbonylmethyl-1-[4-(pyridin-2-yl)benzoyl]piperazine). RXN SMILES: [Cl:1][C:2]1[CH:3]=[C:4]2[C:9](=[CH:10][CH:11]=1)[CH:8]=[C:7]([S:12]([N:15]1[CH2:20][CH2:19][NH:18][CH:17]([CH2:21][C:22]([O:24][CH3:25])=[O:23])[CH2:16]1)(=[O:14])=[O:13])[CH:6]=[CH:5]2.Cl.[N:27]1[CH:32]=[CH:31][CH:30]=[CH:29][C:28]=1[C:33]1[CH:41]=[CH:40][C:36]([C:37](O)=[O:38])=[CH:35][CH:34]=1>>[Cl:1][C:2]1[CH:3]=[C:4]2[C:9](=[CH:10][CH:11]=1)[CH:8]=[C:7]([S:12]([N:15]1[CH2:20][CH2:19][N:18]([C:37](=[O:38])[C:36]3[CH:40]=[CH:41][C:33]([C:28]4[CH:29]=[CH:30][CH:31]=[CH:32][N:27]=4)=[CH:34][CH:35]=3)[CH:17]([CH2:21][C:22]([O:24][CH3:25])=[O:23])[CH2:16]1)(=[O:13])=[O:14])[CH:6]=[CH:5]2 |f:1.2|. Procedure details: In the same manner as in Example A-68, a reaction was conducted using 1-[(6-chloronaphthalen-2-yl)sulfonyl]-3-methoxycarbonylmethylpiperazine (723 mg) and 4-(2-pyridyl)benzoic acid hydrochloride as starting materials, whereby the title compound was obtained. RXN SMILES: [CH2:1]([c:2]1[cH:3][cH:4][cH:5][cH:6][cH:7]1)[N:8]1[CH:9]2[CH2:10][CH:11]([NH2:16])[CH2:12][CH:13]1[CH2:14][CH2:15]2.[CH3:36][N:37]1[CH2:38][CH2:39][CH2:40][C:41]1=[O:42].[CH3:43][CH2:44][O:45][C:46]([CH3:47])=[O:48].[CH:17]([N:18]([CH2:19][CH3:20])[CH:21]([CH3:22])[CH3:23])([CH3:24])[CH3:25].[F:26][c:27]1[c:28]([N+:33](=[O:34])[O-:35])[cH:29][cH:30][cH:31][cH:32]1>>[CH2:1]([c:2]1[cH:3][cH:4][cH:5][cH:6][cH:7]1)[N:8]1[CH:9]2[CH2:10][CH:11]([NH:16][c:27]3[c:28]([N+:33](=[O:34])[O-:35])[cH:29][cH:30][cH:31][cH:32]3)[CH2:12][CH:13]1[CH2:14][CH2:15]2. The reactants are NC1CC2CCC(C1)N2Cc1ccccc1, CN1CCCC1=O, CCOC(C)=O, CCN(C(C)C)C(C)C, O=[N+]([O-])c1ccccc1F. Yields the product O=[N+]([O-])c1ccccc1NC1CC2CCC(C1)N2Cc1ccccc1. The reactants are C1(=CC=CC=C1)S(=O)(=O)N1C(N(C(C1)C1=CC(=CC=C1)Br)C(C)C)=O (1-benzenesulfonyl-4-(3-bromo-phenyl)-3-isopropyl-imidazolidin-2-one), CC1=C(C=C(C=C1)C)B(O)O (2,5-dimethylphenylboronic acid), dichloro[1,1-bis(diphenylphosphino)ferrocene]palladium dichloromethane, C([O-])([O-])=O.[Na+].[Na+] (sodium carbonate). Run in O1CCOCC1.O (dioxane water). Yields the product C1(=CC=CC=C1)S(=O)(=O)N1C(N(C(C1)C=1C=C(C=CC1)C1=C(C=CC(=C1)C)C)C(C)C)=O (1-benzenesulfonyl-4-(2′,5′-dimethyl-biphenyl-3-yl)-3-isopropyl-imidazolidin-2-one). RXN SMILES: [C:1]1([S:7]([N:10]2[CH2:14][CH:13]([C:15]3[CH:20]=[CH:19][CH:18]=[C:17](Br)[CH:16]=3)[N:12]([CH:22]([CH3:24])[CH3:23])[C:11]2=[O:25])(=[O:9])=[O:8])[CH:6]=[CH:5][CH:4]=[CH:3][CH:2]=1.[CH3:26][C:27]1[CH:32]=[CH:31][C:30]([CH3:33])=[CH:29][C:28]=1B(O)O.C(=O)([O-])[O-].[Na+].[Na+]>O1CCOCC1.O>[C:1]1([S:7]([N:10]2[CH2:14][CH:13]([C:15]3[CH:16]=[C:17]([C:28]4[CH:29]=[C:30]([CH3:33])[CH:31]=[CH:32][C:27]=4[CH3:26])[CH:18]=[CH:19][CH:20]=3)[N:12]([CH:22]([CH3:24])[CH3:23])[C:11]2=[O:25])(=[O:9])=[O:8])[CH:6]=[CH:5][CH:4]=[CH:3][CH:2]=1 |f:2.3.4,5.6|. Procedure: In analogy to example 1, step 3,1-benzenesulfonyl-4-(3-bromo-phenyl)-3-isopropyl-imidazolidin-2-one (example 12, step 1) was reacted with 2,5-dimethylphenylboronic acid in the presence of dichloro[1,1-bis(diphenylphosphino)ferrocene]palladium dichloromethane adduct and sodium carbonate in dioxane/water to give 1-benzenesulfonyl-4-(2′,5′-dimethyl-biphenyl-3-yl)-3-isopropyl-imidazolidin-2-one as a light yellow oil. MS: 449.2 ([M+H]+) Reactants: C1(=CC=CC=C1)[C@H](C)NC1=NC=CN=C1N ((S)-N2-(1-Phenylethyl)pyrazine-2,3-diamine), BrC1=CN=C(C(=N1)N[C@@H](C)C1=CC=CC=C1)N ((S)-6-bromo-N2-(1-phenylethyl)pyrazine-2,3-diamine), C(=O)O (formic acid). The reagents and catalysts are [Pd] (Pd/C). Reaction conditions: time 4 hour. Product: C1(=CC=CC=C1)[C@H](C)N1C(NC=2C1=NC=CN2)=O ((S)-1-(1-PHENYLETHYL)-1H-IMIDAZO[4,5-B]PYRAZIN-2(3H)-ONE), C1(=CC=CC=C1)[C@H](C)NC1=NC=CN=C1N ((S)-N2-(1-phenylethyl)pyrazine-2,3-diamine). The yield is 65.0%. Reaction SMILES: [C:1]1([C@@H:7]([NH:9][C:10]2[C:15]([NH2:16])=[N:14][CH:13]=[CH:12][N:11]=2)[CH3:8])[CH:6]=[CH:5][CH:4]=[CH:3][CH:2]=1.Br[C:18]1[N:23]=[C:22]([NH:24][C@H:25]([C:27]2[CH:32]=[CH:31][CH:30]=[CH:29][CH:28]=2)[CH3:26])[C:21]([NH2:33])=[N:20][CH:19]=1.[CH:34](O)=[O:35]>[Pd]>[C:1]1([C@@H:7]([N:9]2[C:10]3=[N:11][CH:12]=[CH:13][N:14]=[C:15]3[NH:16][C:34]2=[O:35])[CH3:8])[CH:6]=[CH:5][CH:4]=[CH:3][CH:2]=1.[C:27]1([C@@H:25]([NH:24][C:22]2[C:21]([NH2:33])=[N:20][CH:19]=[CH:18][N:23]=2)[CH3:26])[CH:32]=[CH:31][CH:30]=[CH:29][CH:28]=1. Reported procedure: (S)-N2-(1-Phenylethyl)pyrazine-2,3-diamine. The title compound was prepared by dissolving (S)-6-bromo-N2-(1-phenylethyl)pyrazine-2,3-diamine (1.00 g, 3.37 mmol) in neat formic acid (15 mL), and adding 10% Pd/C (0.34 mmol). This solution was purged with hydrogen gas at 1 atm., and stirred for 4 hours at room temperature. Upon completion, the reaction was filtered through celite and concentrated. The crude material was purified using silica gel chromatography (0-10% methanol in dichloromethane). C...